From a dataset of the Open Reaction Database (ORD), a public repository of structured organic reaction records. describe an organic reaction: reactants, conditions, products, and yield Reactants: resultant solution, S1C=C(C=C1)CO (3-thiophenemethanol), [H-].[Na+] (sodium hydride), ClC1=NC(=CC(=C1)OC)Cl (2,6- dichloro-4-methoxypyridine). The solvent is O1CCCC1 (tetrahydrofuran). Yields the product ClC1=NC(=CC(=C1)OC)OCC1=CSC=C1 (2-chloro-4-methoxy-6-(3-thienylmethyloxy)pyridine). Reaction SMILES: [S:1]1[CH:5]=[CH:4][C:3]([CH2:6][OH:7])=[CH:2]1.[H-].[Na+].[Cl:10][C:11]1[CH:16]=[C:15]([O:17][CH3:18])[CH:14]=[C:13](Cl)[N:12]=1>O1CCCC1>[Cl:10][C:11]1[CH:16]=[C:15]([O:17][CH3:18])[CH:14]=[C:13]([O:7][CH2:6][C:3]2[CH:4]=[CH:5][S:1][CH:2]=2)[N:12]=1 |f:1.2|. Reported procedure: To a solution containing 3-thiophenemethanol (0.45 g, 0.0033×1.2 mol) and sodium hydride (0.14 g, (ca.60% in mineral oil), 0.033×1.05 mol) in tetrahydrofuran, 2,6- dichloro-4-methoxypyridine (0.59 g, 0.0033 mol) was added and the resultant solution was refluxed for about 2 hours. The reactants are CCOCC, CSc1scc[s+]1, CN(C)C=O, CCOC(C)=O, CC(C)=O, [O-][Cl+3]([O-])([O-])[O-], O=C(O)C1CCNCC1. Yields the product [O-][Cl+3]([O-])([O-])[O-], O=C(O)C1CC[N+](=c2sccs2)CC1. RXN SMILES: [CH2:33]([O:34][CH2:35][CH3:36])[CH3:37].[CH3:11][S:12][c:13]1[s+:14][cH:15][cH:16][s:17]1.[CH3:1][N:2]([CH3:3])[CH:4]=[O:5].[CH3:27][CH2:28][O:29][C:30](=[O:31])[CH3:32].[CH3:38][C:39]([CH3:40])=[O:41].[Cl+3:6]([O-:7])([O-:8])([O-:9])[O-:10].[NH:18]1[CH2:19][CH2:20][CH:21]([C:22](=[O:23])[OH:24])[CH2:25][CH2:26]1>>[Cl+3:6]([O-:7])([O-:8])([O-:9])[O-:10].[c:13]1(=[N+:18]2[CH2:19][CH2:20][CH:21]([C:22](=[O:23])[OH:24])[CH2:25][CH2:26]2)[s:14][cH:15][cH:16][s:17]1.